This data is from the Open Reaction Database (ORD), a public repository of structured organic reaction records. The task is: describe an organic reaction: reactants, conditions, products, and yield Starting materials: C(C)C=1C=C(C(NC1C)=O)[N+](=O)[O-] (5-ethyl-6-methyl-3-nitro-2-(1H)-pyridinone). The reagents and catalysts are [Pd] (palladium on charcoal). Solvent: CO (methanol), O1CCCC1 (tetrahydrofuran). Yields the product NC=1C(NC(=C(C1)CC)C)=O (3-amino-5-ethyl-6-methyl-2-(1H)-pyridinone). Yield: 68.1%. Reaction SMILES: [CH2:1]([C:3]1[CH:4]=[C:5]([N+:11]([O-])=O)[C:6](=[O:10])[NH:7][C:8]=1[CH3:9])[CH3:2]>CO.O1CCCC1.[Pd]>[NH2:11][C:5]1[C:6](=[O:10])[NH:7][C:8]([CH3:9])=[C:3]([CH2:1][CH3:2])[CH:4]=1. Procedure details: A yellow solution of the 5-ethyl-6-methyl-3-nitro-2-(1H)-pyridinone (10 g, 55 mmol) in a mixture of methanol and tetrahydrofuran (100 mL, 1:1 v/v) was reduced catalytically in the presence of 7% palladium on charcoal (0.7 g) under an atmosphere of hydrogen (50 psi) at room temperature over a period of 3.5 hours. The resultant mixture was filtered through a small pad of Celite. The filtrate was concentrated under reduced pressure (15 torr) to provide 5.7 g (68%) of the corresponding aminopyridone... Yield: 95.5%. Yields the product NC=1C=C(OCCN2CCN(CC2)C(=O)OC(C)(C)C)C=CC1N (tert-butyl 4-(2-(3,4-diaminophenoxy)ethyl)piperazine-1-carboxylate). The solvent is C(C)O (ethanol). Starting materials: NC1=C(C=C(OCCN2CCN(CC2)C(=O)OC(C)(C)C)C=C1)[N+](=O)[O-] (tert-butyl 4-(2-(4-amino-3-nitrophenoxy)ethyl)piperazine-1-carboxylate). Reported procedure: A hydrogenation vessel was charged with tert-butyl 4-(2-(4-amino-3-nitrophenoxy)ethyl)piperazine-1-carboxylate (1.74 g, 4.76 mmol), ethanol (100 mL) and 10% palladium on charcoal (w/w 50% water) (1 g). The reaction vessel was shaken on a Parr Hydrogenation under an atmosphere of hydrogen gas (40 psi). The reaction was completed in 2 hours as determined by LCMS. The reaction mixture was filtered through a plug of Celite and washed with methanol. The filtered was evaporated under pressure to give ... Reaction conditions: time 2 hour. As a reaction SMILES: [NH2:1][C:2]1[CH:23]=[CH:22][C:5]([O:6][CH2:7][CH2:8][N:9]2[CH2:14][CH2:13][N:12]([C:15]([O:17][C:18]([CH3:21])([CH3:20])[CH3:19])=[O:16])[CH2:11][CH2:10]2)=[CH:4][C:3]=1[N+:24]([O-])=O>[Pd].C(O)C>[NH2:24][C:3]1[CH:4]=[C:5]([CH:22]=[CH:23][C:2]=1[NH2:1])[O:6][CH2:7][CH2:8][N:9]1[CH2:14][CH2:13][N:12]([C:15]([O:17][C:18]([CH3:21])([CH3:20])[CH3:19])=[O:16])[CH2:11][CH2:10]1. The reagents and catalysts are [Pd] (palladium on charcoal). The reactants are [Si](C)(C)(C(C)(C)C)OC1CC=C(CC1)C=1C(=NC=CC1)F (3-(4-(tert-butyldimethylsilyloxy)cyclohex-1-enyl)-2-fluoropyridine). The solvent is ClCCl (dichloromethane). Run at temperature 0 celsius. The product is FC1=NC=CC=C1C1=CCC(CC1)O (4-(2-fluoropyridin-3-yl)cyclohex-3-enol). As a reaction SMILES: [Si]([O:8][CH:9]1[CH2:14][CH2:13][C:12]([C:15]2[C:16]([F:21])=[N:17][CH:18]=[CH:19][CH:20]=2)=[CH:11][CH2:10]1)(C(C)(C)C)(C)C>ClCCl>[F:21][C:16]1[C:15]([C:12]2[CH2:13][CH2:14][CH:9]([OH:8])[CH2:10][CH:11]=2)=[CH:20][CH:19]=[CH:18][N:17]=1. Reported procedure: To a flask containing 3-(4-(tert-butyldimethylsilyloxy)cyclohex-1-enyl)-2-fluoropyridine (1.5 g, 4.88 mmol) was added anhydrous dichloromethane (48.8 mL) under nitrogen. After cooling to 0° C., hydrogen fluoride-pyridine complex (1.696 mL, 19.51 mmol) was added dropwise. The reaction mixture was warmed to room temperature and stirred until the starting material had been consumed. The reaction mixture was quenched with saturated aqueous sodium bicarbonate and extracted with dichloromethane before... Reactants: C(C)(C)(C)OC(=O)N1CCC2(CC1)CC(C1CC=CC=C12)=O (1'-(t-butyloxycarbonyl)3,4-dihydro-3-oxospiro[1H-indene-1,4'-piperidine]), FC(C(=O)O)(F)F (trifluoroacetic acid), C1(=CC=CC=C1)OC (anisole). The solvent is ClCCl (dichloromethane). Reaction conditions: time 1 hour. The product is FC(C(=O)N)(F)F.N1CCC2(CC1)CC(C1=CC=CC=C12)=O (Spiro[1H-indene-1,4'-piperidin]-3(2H)-one trifluoroacetamide). As a reaction SMILES: C(OC([N:8]1[CH2:13][CH2:12][C:11]2([C:21]3[CH:16]([CH2:17][CH:18]=[CH:19][CH:20]=3)[C:15](=[O:22])[CH2:14]2)[CH2:10][CH2:9]1)=O)(C)(C)C.[F:23][C:24]([F:29])([F:28])[C:25](O)=[O:26].C1(OC)C=CC=CC=1>ClCCl>[F:23][C:24]([F:29])([F:28])[C:25]([NH2:8])=[O:26].[NH:8]1[CH2:13][CH2:12][C:11]2([C:21]3[C:16](=[CH:17][CH:18]=[CH:19][CH:20]=3)[C:15](=[O:22])[CH2:14]2)[CH2:10][CH2:9]1 |f:4.5|. Procedure details: A solution of the intermediate from Step A in a 1:1:0.5 mixture of trifluoroacetic acid, dichloromethane and anisole was stirred for 1 hour and then concentrated and azeotroped from toluene to give the title compound. Reactants: ClC=1OC=C(N1)C(=O)OCC (ethyl 2-chlorooxazole-4-carboxylate), ClC1=CC=C(N)C=C1 (4-chloroaniline), N (NH3). The product is ClC=1OC=C(N1)C(=O)NC1=CC=C(C=C1)Cl (2-chloro-N-(4-chlorophenyl)oxazole-4-carboxamide). RXN SMILES: [Cl:1][C:2]1[O:3][CH:4]=[C:5]([C:7]([O:9]CC)=O)[N:6]=1.[Cl:12][C:13]1[CH:19]=[CH:18][C:16]([NH2:17])=[CH:15][CH:14]=1.N>>[Cl:1][C:2]1[O:3][CH:4]=[C:5]([C:7]([NH:17][C:16]2[CH:18]=[CH:19][C:13]([Cl:12])=[CH:14][CH:15]=2)=[O:9])[N:6]=1. Procedure: Prepared from ethyl 2-chlorooxazole-4-carboxylate (83.5 mg, 0.475 mmol) and 4-chloroaniline (60.5 mg, 0.475 mmol) as described in Example 154A: 1H NMR (500 MHz, DMSO-D6) δ ppm 7.37-7.45 (m, 2H), 7.81-7.89 (m, 2H), 8.91 (s, 1H), 10.45 (s, 1H). MS (DCI/NH3) m/z=274 (M+NH4)+. Reactants: BrC=1SC=C(N1)C(=O)NC=1C=NN(C1[C@@H]1CC[C@H]([C@@H](CO1)OC)NC(OC(C)(C)C)=O)C (tert-butyl ((3S,4R,7S)-7-(4-(2-bromothiazole-4-carboxamido)-1-methyl-1H-pyrazol-5-yl)-3-methoxyoxepan-4-yl)carbamate), BrC=1SC=C(N1)C(=O)NC=1C=NN(C1[C@@H]1CC[C@H]([C@@H](CO1)OC)NC(OC(C)(C)C)=O)C (tert-butyl ((3S,4R,7S)-7-(4-(2-bromothiazole-4-carboxamido)-1-methyl-1H-pyrazol-5-yl)-3-methoxyoxepan-4-yl)carbamate), FC1=C(C(=CC=C1)F)B(O)O ((2,6-difluorophenyl)boronic acid). Product: N[C@@H]1CC[C@H](OC[C@H]1OC)C1=C(C=NN1C)NC(=O)C=1N=C(SC1)C1=C(C=CC=C1F)F (N-(5-((2S,5R,6S)-5-amino-6-methoxyoxepan-2-yl)-1-methyl-1H-pyrazol-4-yl)-2-(2,6-difluorophenyl)thiazole-4-carboxamide). Reaction SMILES: Br[C:2]1[S:3][CH:4]=[C:5]([C:7]([NH:9][C:10]2[CH:11]=[N:12][N:13]([CH3:32])[C:14]=2[C@H:15]2[O:21][CH2:20][C@@H:19]([O:22][CH3:23])[C@H:18]([NH:24]C(=O)OC(C)(C)C)[CH2:17][CH2:16]2)=[O:8])[N:6]=1.[F:33][C:34]1[CH:39]=[CH:38][CH:37]=[C:36]([F:40])[C:35]=1B(O)O>>[NH2:24][C@H:18]1[C@H:19]([O:22][CH3:23])[CH2:20][O:21][C@H:15]([C:14]2[N:13]([CH3:32])[N:12]=[CH:11][C:10]=2[NH:9][C:7]([C:5]2[N:6]=[C:2]([C:35]3[C:34]([F:33])=[CH:39][CH:38]=[CH:37][C:36]=3[F:40])[S:3][CH:4]=2)=[O:8])[CH2:16][CH2:17]1. Procedure details: Following the procedure for Example 101 starting from tert-butyl ((3S,4R,7S)-7-(4-(2-bromothiazole-4-carboxamido)-1-methyl-1H-pyrazol-5-yl)-3-methoxyoxepan-4-yl)carbamate (Intermediate 102), and replacing 3,6-dihydro-2H-pyran-4-boronic acid pinacol ester with (2,6-difluorophenyl)boronic acid gave 347. 1H NMR (500 MHz, DMSO-d6) δ 10.13 (s, 1H), 8.65 (s, 1H), 7.94 (s, 1H), 7.69-7.65 (m, 1H), 7.40-7.36 (m, 2H), 5.11-5.09 (m, 1H), 3.85-3.79 (m, 2H), 3.72 (s, 3H), 3.57 (s, 2H), 3.46-3.43 (m, 1H), 3.3... Starting materials: ClC1=CC=C(C=C1)N1CCN(CC1)CCCN1C(C2=CC=CC=C2C1O)=O (3-(4-(4-chlorophenyl)-1-piperazinyl)propyl-3-hydroxy-1-isoindolinone), C(C(=O)O)(=O)O (oxalic acid), S(O)(O)(=O)=O (sulphuric acid), aqueous solution, N (ammonia). The solvent is C(Cl)Cl (methylene chloride), C(C)#N (acetonitrile), C(C)#N (acetonitrile), CO (methanol). Run at time 5 hour. Yields the product C(C(=O)O)(=O)O.COC1N(C(C2=CC=CC=C12)=O)CCCN1CCN(CC1)C1=CC=C(C=C1)Cl (3-methoxy-2-[3-(4-(4-chlorophenyl)-1-piperazinyl)propyl]-1-isoindolinone oxalate). The yield is 169.2%. RXN SMILES: [Cl:1][C:2]1[CH:7]=[CH:6][C:5]([N:8]2[CH2:13][CH2:12][N:11]([CH2:14][CH2:15][CH2:16][N:17]3[CH:25]([OH:26])[C:24]4[C:19](=[CH:20][CH:21]=[CH:22][CH:23]=4)[C:18]3=[O:27])[CH2:10][CH2:9]2)=[CH:4][CH:3]=1.S(=O)(=O)(O)O.N.[C:34]([OH:39])(=[O:38])[C:35]([OH:37])=[O:36]>CO.C(Cl)Cl.C(#N)C>[C:34]([OH:39])(=[O:38])[C:35]([OH:37])=[O:36].[CH3:34][O:27][CH:18]1[C:19]2[C:24](=[CH:23][CH:22]=[CH:21][CH:20]=2)[C:25](=[O:26])[N:17]1[CH2:16][CH2:15][CH2:14][N:11]1[CH2:10][CH2:9][N:8]([C:5]2[CH:6]=[CH:7][C:2]([Cl:1])=[CH:3][CH:4]=2)[CH2:13][CH2:12]1 |f:7.8|. Procedure: The same procedure is followed as in Example 2, but starting from an agitated solution of 2-[3-(4-(4-chlorophenyl)-1-piperazinyl)propyl-3-hydroxy-1-isoindolinone (4.8 g) in methanol (115 cc) to which 22.6 cc of concentrated sulphuric acid is added at a temperature close to 20° C. and in the course of 10 minutes. Agitation is continued for 5 hours at a temperature close to 65° C. After cooling the solution to a temperature close to 0° C., 55 cc of a 33% aqueous solution of ammonia is added in the...